Dataset: the Open Reaction Database (ORD), a public repository of structured organic reaction records. Task: describe an organic reaction: reactants, conditions, products, and yield Starting materials: COC([C@H](CC1=CC=C(C=C1)O)NC(=O)C=1N=CC2=CC=C(C=C2C1)OC1=CC=C(C=C1)C(C)(C)C)=O ((2S)-{[6-(4-tert-butyl-phenoxy)-isoquinoline-3-carbonyl]-amino}-3-(4-hydroxy-phenyl)-propionic acid methyl ester), C1(CCCC1)CO (cyclopentanemethanol), C1(=CC=CC=C1)P(C1=CC=CC=C1)C1=CC=CC=C1 (triphenylphosphine), CC(C)OC(=O)/N=N/C(=O)OC(C)C (DIAD). Run in hexanes, C1CCOC1 (THF). The product is COC([C@H](CC1=CC=C(C=C1)OCC1CCCC1)NC(=O)C=1N=CC2=CC=C(C=C2C1)OC1=CC=C(C=C1)C(C)(C)C)=O ((2S)-{[6-(4-tert-Butyl-phenoxy)-isoquinoline-3-carbonyl]-amino}-3-(4-cyclopentylmethoxy-phenyl)-propionic acid methyl ester). Isolated yield 46.5%. Reaction SMILES: [CH3:1][O:2][C:3](=[O:37])[C@@H:4]([NH:13][C:14]([C:16]1[N:17]=[CH:18][C:19]2[C:24]([CH:25]=1)=[CH:23][C:22]([O:26][C:27]1[CH:32]=[CH:31][C:30]([C:33]([CH3:36])([CH3:35])[CH3:34])=[CH:29][CH:28]=1)=[CH:21][CH:20]=2)=[O:15])[CH2:5][C:6]1[CH:11]=[CH:10][C:9]([OH:12])=[CH:8][CH:7]=1.[CH:38]1([CH2:43]O)[CH2:42][CH2:41][CH2:40][CH2:39]1.C1(P(C2C=CC=CC=2)C2C=CC=CC=2)C=CC=CC=1.CC(OC(/N=N/C(OC(C)C)=O)=O)C>C1COCC1>[CH3:1][O:2][C:3](=[O:37])[C@@H:4]([NH:13][C:14]([C:16]1[N:17]=[CH:18][C:19]2[C:24]([CH:25]=1)=[CH:23][C:22]([O:26][C:27]1[CH:28]=[CH:29][C:30]([C:33]([CH3:34])([CH3:36])[CH3:35])=[CH:31][CH:32]=1)=[CH:21][CH:20]=2)=[O:15])[CH2:5][C:6]1[CH:7]=[CH:8][C:9]([O:12][CH2:43][CH:38]2[CH2:42][CH2:41][CH2:40][CH2:39]2)=[CH:10][CH:11]=1. Procedure details: To a solution of 50 mg (0.1 mmol) of (2S)-{[6-(4-tert-butyl-phenoxy)-isoquinoline-3-carbonyl]-amino}-3-(4-hydroxy-phenyl)-propionic acid methyl ester (Example 298) in dry THF (1 mL) was added cyclopentanemethanol (1.5 eq., 0.15 mmol, 0.016 mL), triphenylphosphine (1.5 eq., 0.15 mmol, 39 mg) and DIAD (1.5 eq., 0.15 mmol, 0.030 mL) according to the procedure M. Chromatography on silica using 20-30% ethyl acetate in hexanes afforded 27 mg of the title compound. Reactants: [Si](C)(C)(C(C)(C)C)OCC1(CC=2N(CCS1)C(=NN2)C2(CC2)C2=CC=C(C=C2)B2OC(C(O2)(C)C)(C)C)C (8-({[Tert-butyl(dimethyl)silyl]oxy}methyl)-8-methyl-3-{1-[4-(4,4,5,5-tetramethyl-1,3,2-dioxaborolan-2-yl)phenyl]cyclopropyl}-5,6,8,9-tetrahydro[1,2,4]triazolo[4,3-d][1,4]thiazepine), IC=1N=CN(C1)C (4-iodo-1-methyl-1H-imidazole), C1(CCCCC1)P(C1CCCCC1)C1CCCCC1 (tricyclohexylphosphine), P(=O)([O-])([O-])[O-].[K+].[K+].[K+] (tripotassium phosphate), C(O)([O-])=O.[Na+] (sodium hydrogencarbonate). Reagents/catalysts: C=1C=CC(=CC1)/C=C/C(=O)/C=C/C2=CC=CC=C2.C=1C=CC(=CC1)/C=C/C(=O)/C=C/C2=CC=CC=C2.C=1C=CC(=CC1)/C=C/C(=O)/C=C/C2=CC=CC=C2.[Pd].[Pd] (tris(dibenzylideneacetone)dipalladium(0)). Solvent: O1CCOCC1 (dioxane), O (water). Product: [Si](C)(C)(C(C)(C)C)OCC1(CC=2N(CCS1)C(=NN2)C2(CC2)C2=CC=C(C=C2)C=2N=CN(C2)C)C (8-({[Tert-butyl(dimethyl)silyl]oxy}methyl)-8-methyl-3-{1-[4-(1-methyl-1H-imidazol-4-yl)phenyl]cyclopropyl}-5,6,8,9-tetrahydro[1,2,4]triazolo[4,3-d][1,4]thiazepine). Isolated yield 29.0%. RXN SMILES: [Si:1]([O:8][CH2:9][C:10]1([CH3:38])[S:16][CH2:15][CH2:14][N:13]2[C:17]([C:20]3([C:23]4[CH:28]=[CH:27][C:26](B5OC(C)(C)C(C)(C)O5)=[CH:25][CH:24]=4)[CH2:22][CH2:21]3)=[N:18][N:19]=[C:12]2[CH2:11]1)([C:4]([CH3:7])([CH3:6])[CH3:5])([CH3:3])[CH3:2].I[C:40]1[N:41]=[CH:42][N:43]([CH3:45])[CH:44]=1.C1(P(C2CCCCC2)C2CCCCC2)CCCCC1.P([O-])([O-])([O-])=O.[K+].[K+].[K+].C(=O)([O-])O.[Na+]>O1CCOCC1.O.C1C=CC(/C=C/C(/C=C/C2C=CC=CC=2)=O)=CC=1.C1C=CC(/C=C/C(/C=C/C2C=CC=CC=2)=O)=CC=1.C1C=CC(/C=C/C(/C=C/C2C=CC=CC=2)=O)=CC=1.[Pd].[Pd]>[Si:1]([O:8][CH2:9][C:10]1([CH3:38])[S:16][CH2:15][CH2:14][N:13]2[C:17]([C:20]3([C:23]4[CH:24]=[CH:25][C:26]([C:40]5[N:41]=[CH:42][N:43]([CH3:45])[CH:44]=5)=[CH:27][CH:28]=4)[CH2:21][CH2:22]3)=[N:18][N:19]=[C:12]2[CH2:11]1)([C:4]([CH3:7])([CH3:6])[CH3:5])([CH3:3])[CH3:2] |f:3.4.5.6,7.8,11.12.13.14.15|. Procedure: A solution of the compound (555 mg, 1.0 mmol) obtained in Example 16-5), 4-iodo-1-methyl-1H-imidazole (312 mg, 1.5 mmol), tris(dibenzylideneacetone)dipalladium(0) (46 mg, 0.05 mmol), tricyclohexylphosphine (34 mg, 0.12 mmol), and tripotassium phosphate (372 mg, 1.7 mmol) in dioxane (4 mL) and water (1 mL) was stirred at 130° C. for 1.5 h under microwave irradiation. The reaction mixture was cooled to room temperature, saturated aqueous sodium hydrogencarbonate was added to the reaction mixture, ... Reactants: N1CCC(CC1)N1C(NC2=NC=CC=C21)=O (1-piperidin-4-yl-1,3-dihydroimidazo[4,5-b]pyridin-2-one), ClC1=CC(=NC=N1)C(=O)C=1C=C2C(CN(C2=C(C1)C)C)(C)C ((6-chloro-pyrimidin-4-yl)-(1,3,3,7-tetramethyl-2,3-dihydro-1H-indol-5-yl)-methanone), CCN(C(C)C)C(C)C (DIPEA). The solvent is CN(C)C=O (DMF). Run at temperature 40 celsius, time 8 hour. The product is CN1CC(C2=CC(=CC(=C12)C)C(=O)C1=CC(=NC=N1)N1CCC(CC1)N1C(NC2=NC=CC=C21)=O)(C)C (1-{1-[6-(1,3,3,7-tetramethyl-2,3-dihydro-1H-indol-5-carbonyl)-pyrimidin-4-yl]-piperidin-4-yl}-1,3-dihydro-imidazo[4,5-b]pyridin-2-one). Reaction SMILES: [NH:1]1[CH2:6][CH2:5][CH:4]([N:7]2[C:15]3[C:10](=[N:11][CH:12]=[CH:13][CH:14]=3)[NH:9][C:8]2=[O:16])[CH2:3][CH2:2]1.Cl[C:18]1[N:23]=[CH:22][N:21]=[C:20]([C:24]([C:26]2[CH:27]=[C:28]3[C:32](=[C:33]([CH3:35])[CH:34]=2)[N:31]([CH3:36])[CH2:30][C:29]3([CH3:38])[CH3:37])=[O:25])[CH:19]=1.CCN(C(C)C)C(C)C>CN(C=O)C>[CH3:36][N:31]1[C:32]2[C:28](=[CH:27][C:26]([C:24]([C:20]3[N:21]=[CH:22][N:23]=[C:18]([N:1]4[CH2:2][CH2:3][CH:4]([N:7]5[C:15]6[C:10](=[N:11][CH:12]=[CH:13][CH:14]=6)[NH:9][C:8]5=[O:16])[CH2:5][CH2:6]4)[CH:19]=3)=[O:25])=[CH:34][C:33]=2[CH3:35])[C:29]([CH3:38])([CH3:37])[CH2:30]1. Procedure: 38 mg (0.17 mmol) 1-piperidin-4-yl-1,3-dihydroimidazo[4,5-b]pyridin-2-one, 55 mg (0.17 mmol) (6-chloro-pyrimidin-4-yl)-(1,3,3,7-tetramethyl-2,3-dihydro-1H-indol-5-yl)-methanone and 0.050 mL (0.29 mmol) DIPEA were combined in 2 mL DMF and stirred overnight at 40° C. Then the reaction mixture was purified by preparative HPLC-MS. The fractions containing the product were combined and freeze-dried. Reactants: CC(=O)OC(C)=O, Cn1c(NCCC(N)c2ccccc2)nc(-c2ccncc2)c(-c2ccc(F)cc2)c1=O. Yields the product CC(=O)NC(CCNc1nc(-c2ccncc2)c(-c2ccc(F)cc2)c(=O)n1C)c1ccccc1. As a reaction SMILES: [CH3:33][C:34](=[O:35])[O:36][C:37](=[O:38])[CH3:39].[NH2:1][CH:2]([CH2:3][CH2:4][NH:5][c:6]1[n:7][c:8](-[c:21]2[cH:22][cH:23][n:24][cH:25][cH:26]2)[c:9](-[c:14]2[cH:15][cH:16][c:17]([F:20])[cH:18][cH:19]2)[c:10](=[O:13])[n:11]1[CH3:12])[c:27]1[cH:28][cH:29][cH:30][cH:31][cH:32]1>>[NH:1]([CH:2]([CH2:3][CH2:4][NH:5][c:6]1[n:7][c:8](-[c:21]2[cH:22][cH:23][n:24][cH:25][cH:26]2)[c:9](-[c:14]2[cH:15][cH:16][c:17]([F:20])[cH:18][cH:19]2)[c:10](=[O:13])[n:11]1[CH3:12])[c:27]1[cH:28][cH:29][cH:30][cH:31][cH:32]1)[C:34]([CH3:33])=[O:35]. Starting materials: COC(=O)c1c[nH]c2cc(O)ccc12, CC(C)=O, Clc1cc(Cl)ncn1, [Na+], [OH-]. Product: COC(=O)c1c[nH]c2cc(Oc3cc(Cl)ncn3)ccc12. Reaction SMILES: [CH3:1][O:2][C:3](=[O:4])[c:5]1[cH:6][nH:7][c:8]2[cH:9][c:10]([OH:14])[cH:11][cH:12][c:13]12.[CH3:25][C:26](=[O:27])[CH3:28].[Cl:17][c:18]1[n:19][cH:20][n:21][c:22]([Cl:24])[cH:23]1.[Na+:16].[OH-:15]>>[CH3:1][O:2][C:3](=[O:4])[c:5]1[cH:6][nH:7][c:8]2[cH:9][c:10]([O:14][c:22]3[n:21][cH:20][n:19][c:18]([Cl:17])[cH:23]3)[cH:11][cH:12][c:13]12.